Dataset: the Open Reaction Database (ORD), a public repository of structured organic reaction records. Task: describe an organic reaction: reactants, conditions, products, and yield The reactants are COC(=O)C1N(C=C(C1)C1=NC=NC(=C1)C1=CC(=C(C=C1)OC(C)C)Cl)C(=O)OC(C)(C)C (4-[6-(3-chloro-4-isopropoxy-phenyl)-pyrimidin-4-yl]-2,3-dihydro-pyrrole-1,2-dicarboxylic acid 1-tert-butyl ester 2-methyl ester). Reagents/catalysts: [Pd] (Palladium on carbon). Run in CCOC(=O)C (EtOAc). Run at time 24 hour. Yields the product COC(=O)C1N(CC(C1)C1=NC=NC(=C1)C1=CC(=C(C=C1)OC(C)C)Cl)C(=O)OC(C)(C)C (4-[6-(3-Chloro-4-isopropoxy-phenyl)-pyrimidin-4-yl]-pyrrolidine-1,2-dicarboxylic acid 1-tert-butyl ester 2-methyl ester). Yield: 105.0%. RXN SMILES: [CH3:1][O:2][C:3]([CH:5]1[CH2:9][C:8]([C:10]2[CH:15]=[C:14]([C:16]3[CH:21]=[CH:20][C:19]([O:22][CH:23]([CH3:25])[CH3:24])=[C:18]([Cl:26])[CH:17]=3)[N:13]=[CH:12][N:11]=2)=[CH:7][N:6]1[C:27]([O:29][C:30]([CH3:33])([CH3:32])[CH3:31])=[O:28])=[O:4]>[Pd].CCOC(C)=O>[CH3:1][O:2][C:3]([CH:5]1[CH2:9][CH:8]([C:10]2[CH:15]=[C:14]([C:16]3[CH:21]=[CH:20][C:19]([O:22][CH:23]([CH3:25])[CH3:24])=[C:18]([Cl:26])[CH:17]=3)[N:13]=[CH:12][N:11]=2)[CH2:7][N:6]1[C:27]([O:29][C:30]([CH3:32])([CH3:31])[CH3:33])=[O:28])=[O:4]. Reported procedure: 10% Palladium on carbon (0.22 g, 0.21 mmol) was added in one portion to a stirred solution of 4-[6-(3-chloro-4-isopropoxy-phenyl)-pyrimidin-4-yl]-2,3-dihydro-pyrrole-1,2-dicarboxylic acid 1-tert-butyl ester 2-methyl ester (0.03 g, 0.06 mmol) in EtOAc (15 ml) and the mixture was stirred at room temperature under a hydrogen atmosphere for 24 hours. After this time, the mixture was filtered through celite and the resulting filtrate concentrated to give the title compound (0.03 g, 22% yield) as a co...